Dataset: the Open Reaction Database (ORD), a public repository of structured organic reaction records. Task: describe an organic reaction: reactants, conditions, products, and yield Starting materials: ClC1=NC2=C(C(=CC=C2C=C1C)Cl)C (2,7-dichloro-3,8-dimethyl-quinoline), [Na] (sodium), N1N=CN=C1 (1,2,4-triazole), CN(C=O)C (dimethyl formamide). Solvent: O (water). Reaction conditions: temperature 100 celsius, time 25 hour. Product: N1(N=CN=C1)C1=NC2=C(C(=CC=C2C=C1C)Cl)C (2-(1H-1,2,4-triazole-1-yl)-7-chloro-3,8-dimethyl-quinoline). Yield: 96.0%. As a reaction SMILES: Cl[C:2]1[C:11]([CH3:12])=[CH:10][C:9]2[C:4](=[C:5]([CH3:14])[C:6]([Cl:13])=[CH:7][CH:8]=2)[N:3]=1.[Na].[NH:16]1[CH:20]=[N:19][CH:18]=[N:17]1.CN(C)C=O>O>[N:16]1([C:2]2[C:11]([CH3:12])=[CH:10][C:9]3[C:4](=[C:5]([CH3:14])[C:6]([Cl:13])=[CH:7][CH:8]=3)[N:3]=2)[CH:20]=[N:19][CH:18]=[N:17]1 |^1:14|. Reported procedure: A mixture of 2.26 g of 2,7-dichloro-3,8-dimethyl-quinoline, 1.1 g of the sodium salt of 1,2,4-triazole and 10 ml of dimethyl formamide is stirred at 100° C. for 25 hours. The reaction mixture is poured into 100 ml of water and the precipitated product is filtered. Thus 2.48 g of the desired compound are obtained, yield 96%. Mp.: 147°-148° C. The reactants are CN(C)C=O, Cc1cc[nH]n1, CCCCCC, O=C(c1cnc(Cl)nc1C(F)(F)F)N1Cc2cccn2Cc2ccccc21, [H-], [H][H], [Na+]. Product: Cc1ccn(-c2ncc(C(=O)N3Cc4cccn4Cc4ccccc43)c(C(F)(F)F)n2)n1. As a reaction SMILES: [CH3:38][N:39]([CH3:40])[CH:41]=[O:42].[CH3:3][c:4]1[n:5][nH:6][cH:7][cH:8]1.[CH3:43][CH2:44][CH2:45][CH2:46][CH2:47][CH3:48].[Cl:11][c:12]1[n:13][cH:14][c:15]([C:22](=[O:23])[N:24]2[CH2:25][c:26]3[n:27]([cH:35][cH:36][cH:37]3)[CH2:28][c:29]3[c:30]2[cH:31][cH:32][cH:33][cH:34]3)[c:16]([C:18]([F:19])([F:20])[F:21])[n:17]1.[H-:1].[H:9][H:10].[Na+:2]>>[CH3:3][c:4]1[n:5][n:6](-[c:12]2[n:13][cH:14][c:15]([C:22](=[O:23])[N:24]3[CH2:25][c:26]4[n:27]([cH:35][cH:36][cH:37]4)[CH2:28][c:29]4[c:30]3[cH:31][cH:32][cH:33][cH:34]4)[c:16]([C:18]([F:19])([F:20])[F:21])[n:17]2)[cH:7][cH:8]1. Starting materials: Cl.NC1=C(C=NN1C)C (5-amino-1,4-dimethyl pyrazole hydrochloride), C(C)(=O)N1C=NC(C1)=O (1-acetyl-2-imidazolinone), product. The product is C(C)(=O)N1C(=NCC1)NC1=C(C=NN1C)C (1-Acetyl-2(1,4-dimethyl-5-pyrazolyl)amino-2-imidazoline). Reaction SMILES: Cl.[NH2:2][C:3]1[N:7]([CH3:8])[N:6]=[CH:5][C:4]=1[CH3:9].[C:10]([N:13]1[CH2:17][C:16](=O)[N:15]=[CH:14]1)(=[O:12])[CH3:11]>>[C:10]([N:13]1[CH2:17][CH2:16][N:15]=[C:14]1[NH:2][C:3]1[N:7]([CH3:8])[N:6]=[CH:5][C:4]=1[CH3:9])(=[O:12])[CH3:11] |f:0.1|. Procedure details: 5-amino-1,4-dimethyl pyrazole hydrochloride (Z. Chem. 388, 1970) (5.72 g.) and 1-acetyl-2-imidazolinone (5.54 g.) were reacted as described in Example I to give 4.723 g. product mp 199°-202° (crystallized from CH3CN) Reactants: CCOC(=O)CC#N, CC(=O)CCC=C(C)CCC=C(C)CCC=C(C)C, CC(=O)[O-], CC(=O)O, [NH4+], O, c1ccccc1. Yields the product CCOC(=O)C(C#N)C(C)CCC=C(C)CCC=C(C)CCC=C(C)C. RXN SMILES: [C:26](#[N:27])[CH2:28][C:29](=[O:30])[O:31][CH2:32][CH3:33].[CH2:7]([CH:8]=[C:9]([CH3:10])[CH2:11][CH2:12][CH:13]=[C:14]([CH3:15])[CH2:16][CH2:17][CH:18]=[C:19]([CH3:20])[CH3:21])[CH2:22][C:23]([CH3:24])=[O:25].[CH3:35][C:36](=[O:37])[O-:38].[CH3:40][C:41](=[O:42])[OH:43].[NH4+:34].[OH2:39].[cH:1]1[cH:2][cH:3][cH:4][cH:5][cH:6]1>>[CH2:7]([CH:8]=[C:9]([CH3:10])[CH2:11][CH2:12][CH:13]=[C:14]([CH3:15])[CH2:16][CH2:17][CH:18]=[C:19]([CH3:20])[CH3:21])[CH2:22][CH:23]([CH3:24])[CH:28]([C:26]#[N:27])[C:29](=[O:30])[O:31][CH2:32][CH3:33].